The task is: describe an organic reaction: reactants, conditions, products, and yield. This data is from the Open Reaction Database (ORD), a public repository of structured organic reaction records. Starting materials: BrCC1=C2CC(C(C2=CC=C1)OC)C (4-(bromomethyl)-1-methoxy-2-methylindane), CC=1C=CC(=CC1)S(=O)(=O)O (TsOH), 13C{1H}. The solvent is C1(=CC=CC=C1)C (toluene). Yields the product BrCC=1C=CC=C2C=C(CC12)C (7-(Bromomethyl)-2-methyl-1H-indene). As a reaction SMILES: [Br:1][CH2:2][C:3]1[CH:11]=[CH:10][CH:9]=[C:8]2[C:4]=1[CH2:5][CH:6]([CH3:14])[CH:7]2OC.CC1C=CC(S(O)(=O)=O)=CC=1>C1(C)C=CC=CC=1>[Br:1][CH2:2][C:3]1[CH:11]=[CH:10][CH:9]=[C:8]2[C:4]=1[CH2:5][C:6]([CH3:14])=[CH:7]2. Procedure details: To a solution of 17.9 g (70 mmol) of 4-(bromomethyl)-1-methoxy-2-methylindane in 300 ml of toluene 2.0 g of TsOH was added at 110° C. This mixture was refluxed with Dean-Stark trap within 15 minutes and then passed through short column with silica gel 60 (40-63 μm). The silica gel layer was additionally washed by 200 ml of toluene. The combined elute was evaporated to dryness. The product was isolated by flash chromatography on silica gel 60 (40-63 μm, eluent: hexanes). Yield 15.6 g (96%). Anal....